This data is from the Open Reaction Database (ORD), a public repository of structured organic reaction records. The task is: describe an organic reaction: reactants, conditions, products, and yield The reactants are FB(F)F, CCOc1ccc(C(O)c2ccc(CC)cc2)cc1Br, CC[SiH](CC)CC, ClCCl, CCOCC, CO. The product is CCOc1ccc(Cc2ccc(CC)cc2)cc1Br. As a reaction SMILES: [B:13]([F:14])([F:15])[F:16].[Br:17][c:18]1[cH:19][c:20]([CH:27]([OH:28])[c:29]2[cH:30][cH:31][c:32]([CH2:35][CH3:36])[cH:33][cH:34]2)[cH:21][cH:22][c:23]1[O:24][CH2:25][CH3:26].[CH2:1]([SiH:2]([CH2:3][CH3:4])[CH2:5][CH3:6])[CH3:7].[CH2:39]([Cl:40])[Cl:41].[CH2:8]([O:9][CH2:10][CH3:11])[CH3:12].[CH3:37][OH:38]>>[Br:17][c:18]1[cH:19][c:20]([CH2:27][c:29]2[cH:30][cH:31][c:32]([CH2:35][CH3:36])[cH:33][cH:34]2)[cH:21][cH:22][c:23]1[O:24][CH2:25][CH3:26]. The reactants are C(C)(=O)N1C(C(C2=CC(=CC=C12)OC)CCBr)C (1-acetyl-3-(2-bromoethyl)-5-methoxy-2-methylindoline), C1(=CC=CC=C1)C=1CCNCC1 (1,2,3,6-tetrahydro-4-phenylpyridine). The product is C(C)(=O)N1C(C(C2=CC(=CC=C12)OC)CCN1CCC(=CC1)C1=CC=CC=C1)C (1-acetyl-3-[2-(3,6-dihydro-4-phenyl-1 (2H)-pyridyl)ethyl]-5-methoxy-2-methylindoline). RXN SMILES: [C:1]([N:4]1[C:12]2[C:7](=[CH:8][C:9]([O:13][CH3:14])=[CH:10][CH:11]=2)[CH:6]([CH2:15][CH2:16]Br)[CH:5]1[CH3:18])(=[O:3])[CH3:2].[C:19]1([C:25]2[CH2:26][CH2:27][NH:28][CH2:29][CH:30]=2)[CH:24]=[CH:23][CH:22]=[CH:21][CH:20]=1>>[C:1]([N:4]1[C:12]2[C:7](=[CH:8][C:9]([O:13][CH3:14])=[CH:10][CH:11]=2)[CH:6]([CH2:15][CH2:16][N:28]2[CH2:27][CH:26]=[C:25]([C:19]3[CH:24]=[CH:23][CH:22]=[CH:21][CH:20]=3)[CH2:30][CH2:29]2)[CH:5]1[CH3:18])(=[O:3])[CH3:2]. Reported procedure: In the manner described in Example 1, treatment of 1-acetyl-3-(2-bromoethyl)-5-methoxy-2-methylindoline with 1,2,3,6-tetrahydro-4-phenylpyridine gives white crystals, m.p. 113°-115°C., after recrystallization from dilute methanol.